Dataset: the Open Reaction Database (ORD), a public repository of structured organic reaction records. Task: describe an organic reaction: reactants, conditions, products, and yield The reactants are C(C)OC(C(C)(C)OC1=C(C=C(C=C1)OCC=1C(=NC(=NC1)C1=CC=C(C=C1)C(F)(F)F)CCCC)C)=O (2-{4-[4-butyl-2-(4-trifluoromethyl-phenyl)-pyrimidin-5-ylmethoxy]-2-methyl-phenoxy}-2-methyl-propionic acid ethyl ester), [Li+].[OH-] (LiOH). The solvent is O1CCCC1 (terahydrofurane), CCOCC (ether). The product is C(CCC)C1=NC(=NC=C1COC1=CC(=C(OC(C(=O)O)(C)C)C=C1)C)C1=CC=C(C=C1)C(F)(F)F (2-{4-[4-butyl-2-(4-trifluoromethyl-phenyl)-pyrimidin-5-ylmethoxy]-2-methyl-phenoxy}-2-methyl-propionic acid). Isolated yield 92.0%. As a reaction SMILES: C([O:3][C:4](=[O:38])[C:5]([O:8][C:9]1[CH:14]=[CH:13][C:12]([O:15][CH2:16][C:17]2[C:18]([CH2:33][CH2:34][CH2:35][CH3:36])=[N:19][C:20]([C:23]3[CH:28]=[CH:27][C:26]([C:29]([F:32])([F:31])[F:30])=[CH:25][CH:24]=3)=[N:21][CH:22]=2)=[CH:11][C:10]=1[CH3:37])([CH3:7])[CH3:6])C.[Li+].[OH-]>O1CCCC1.CCOCC>[CH2:33]([C:18]1[C:17]([CH2:16][O:15][C:12]2[CH:13]=[CH:14][C:9]([O:8][C:5]([CH3:6])([CH3:7])[C:4]([OH:38])=[O:3])=[C:10]([CH3:37])[CH:11]=2)=[CH:22][N:21]=[C:20]([C:23]2[CH:28]=[CH:27][C:26]([C:29]([F:31])([F:32])[F:30])=[CH:25][CH:24]=2)[N:19]=1)[CH2:34][CH2:35][CH3:36] |f:1.2|. Procedure: 324 mg (0.61 mmol) of 2-{4-[4-butyl-2-(4-trifluoromethyl-phenyl)-pyrimidin-5-ylmethoxy]-2-methyl-phenoxy}-2-methyl-propionic acid ethyl ester and 1.83 ml 1N LiOH in 3 ml terahydrofurane were stirred over night at RT. The reaction mixture was taken up in ether and washed with 1N HCl and water. The crude product was suspended in AcOEt/heptane 1:19. The resulting crystals were filtered off providing 282 mg pure 2-{4-[4-butyl-2-(4-trifluoromethyl-phenyl)-pyrimidin-5-ylmethoxy]-2-methyl-phenoxy}-2-me...